This data is from the Open Reaction Database (ORD), a public repository of structured organic reaction records. The task is: describe an organic reaction: reactants, conditions, products, and yield Reactants: C(C)N(CC)S(F)(F)F ((diethylamino)sulfur trifluoride), FC1=CC=C(C=C1)C(CN(S(=O)(=O)C=1SC(=CC1)Br)C)O (5-bromothiophene-2-sulfonic acid [2-(4-fluorophenyl)-2-hydroxyethyl]-methyl-amide), C([O-])(O)=O.[Na+] (sodium bicarbonate). The solvent is ClCCl (dichloromethane). Run at temperature 0 celsius. Yields the product FC(CN(S(=O)(=O)C=1SC(=CC1)Br)C)C1=CC=C(C=C1)F (5-Bromothiophene-2-sulfonic acid [2-fluoro-2-(4-fluorophenyl)ethyl]-methyl-amide). As a reaction SMILES: [F:1][C:2]1[CH:7]=[CH:6][C:5]([CH:8](O)[CH2:9][N:10]([CH3:20])[S:11]([C:14]2[S:15][C:16]([Br:19])=[CH:17][CH:18]=2)(=[O:13])=[O:12])=[CH:4][CH:3]=1.C(N(S(F)(F)[F:28])CC)C.C(=O)(O)[O-].[Na+]>ClCCl>[F:28][CH:8]([C:5]1[CH:6]=[CH:7][C:2]([F:1])=[CH:3][CH:4]=1)[CH2:9][N:10]([CH3:20])[S:11]([C:14]1[S:15][C:16]([Br:19])=[CH:17][CH:18]=1)(=[O:13])=[O:12] |f:2.3|. Procedure: To a solution of 5-bromothiophene-2-sulfonic acid [2-(4-fluorophenyl)-2-hydroxyethyl]-methyl-amide (the compound of Preparation Example 71) (210 mg) in dichloromethane (2 mL) was added dropwise (diethylamino)sulfur trifluoride (DAST) (0.1 mL) at −70° C., After gradually warming slowly to 0° C. over 1.5 hours, an aqueous solution of saturated sodium bicarbonate was added, and the solution was extracted with ethyl acetate. After the organic layer was washed with saturated sodium chloride water and...